From a dataset of the Open Reaction Database (ORD), a public repository of structured organic reaction records. describe an organic reaction: reactants, conditions, products, and yield Starting materials: C1(=CC=CC=C1)CC(C)=O (phenylacetone), BrC1=CC=C(C=O)C=C1 (4-bromobenzaldehyde), N1CCCCC1 (piperidine). Run in C1=CC=CC=C1 (benzene). Yields the product BrC1=CC=C(C=C1)C=C(C(C)=O)C1=CC=CC=C1 (4-(4-Bromophenyl)-3-phenyl-3-buten-2-one). Isolated yield 38.2%. RXN SMILES: [C:1]1([CH2:7][C:8](=[O:10])[CH3:9])[CH:6]=[CH:5][CH:4]=[CH:3][CH:2]=1.[Br:11][C:12]1[CH:19]=[CH:18][C:15]([CH:16]=O)=[CH:14][CH:13]=1.N1CCCCC1>C1C=CC=CC=1>[Br:11][C:12]1[CH:19]=[CH:18][C:15]([CH:16]=[C:7]([C:1]2[CH:6]=[CH:5][CH:4]=[CH:3][CH:2]=2)[C:8](=[O:10])[CH3:9])=[CH:14][CH:13]=1. Procedure: A mixture of phenylacetone (4.92 g, 36.7 mmol) and 4-bromobenzaldehyde (6.78 g, 36.7 mmol) in benzene (40 ml) in the presence of piperidine (0.11 ml, 1.47 mmol) was refluxed for 48 hours. After evaporation, the obtained residue was chromatographed on a column of silica gel (300 g) as eluting with ethyl acetate/hexane (1:20 to 1:2) to afford a yellow solid, which was washed with ethyl acetate/hexane to give 4.22 g (38%) of the title compound as a pale yellow solid.